This data is from the Open Reaction Database (ORD), a public repository of structured organic reaction records. The task is: describe an organic reaction: reactants, conditions, products, and yield Starting materials: C(C=C)(=O)NC(C(=O)OCCCC)O (butyl acrylamidoglycolate), C(CCC)O (Butanol), S(O)(O)(=O)=O (sulfuric acid), C(C)(=O)OCCCC (butyl acetate). Yields the product C(CCC)OC(C(=O)OCCCC)NC(C(=C)C)=O (butyl methacryl amidoglycolate butyl ether). RXN SMILES: [C:1]([NH:5][CH:6]([OH:14])[C:7]([O:9][CH2:10][CH2:11][CH2:12][CH3:13])=[O:8])(=[O:4])[CH:2]=[CH2:3].[CH2:15](O)[CH2:16][CH2:17][CH3:18].S(=O)(=O)(O)O.[C:25](OCCCC)(=O)C>>[CH2:15]([O:14][CH:6]([NH:5][C:1](=[O:4])[C:2]([CH3:25])=[CH2:3])[C:7]([O:9][CH2:10][CH2:11][CH2:12][CH3:13])=[O:8])[CH2:16][CH2:17][CH3:18]. Procedure details: The reaction product of Example VI was employed. Butanol 130 parts, butyl acetate 130 parts, and concentrated sulfuric acid 3.0 parts were added and the water removed by azeotropic distillation under reduced pressure. An air sparge was used to help prevent premature polymerization. Butanol and butyl acetate were then distilled to yield butyl methacryl amidoglycolate butyl ether. Starting materials: C(C)N(C(C)C)C(C)C (N-Ethyldiisopropylamine), NC1(CCNCC1)C(=O)N[C@@H](CCO)C1=CC=C(C=C1)Cl ((S)-4-amino-N-(1-(4-chlorophenyl)-3-hydroxypropyl)piperidine-4-carboxamide), NC1(CCNCC1)C(=O)N[C@@H](CCO)C1=CC=C(C=C1)Cl ((S)-4-amino-N-(1-(4-chlorophenyl)-3-hydroxypropyl)piperidine-4-carboxamide), ClC=1C2=C(N=CN1)NC=C2 (4-chloro-7H-pyrrolo[2,3-d]pyrimidine). Run in C(CCC)O (butan-1-ol), CCOC(=O)C (EtOAc). Reaction conditions: temperature 60 celsius, time 18 hour. Product: NC1(CCN(CC1)C=1C2=C(N=CN1)NC=C2)C(=O)N[C@@H](CCO)C2=CC=C(C=C2)Cl ((S)-4-amino-N-(1-(4-chlorophenyl)-3-hydroxypropyl)-1-(7H-pyrrolo[2,3-d]pyrimidin-4-yl)piperidine-4-carboxamide). Yield: 61.2%. Reaction SMILES: C(N(C(C)C)C(C)C)C.[NH2:10][C:11]1([C:17]([NH:19][C@H:20]([C:24]2[CH:29]=[CH:28][C:27]([Cl:30])=[CH:26][CH:25]=2)[CH2:21][CH2:22][OH:23])=[O:18])[CH2:16][CH2:15][NH:14][CH2:13][CH2:12]1.Cl[C:32]1[C:33]2[CH:40]=[CH:39][NH:38][C:34]=2[N:35]=[CH:36][N:37]=1>C(O)CCC.CCOC(C)=O>[NH2:10][C:11]1([C:17]([NH:19][C@H:20]([C:24]2[CH:29]=[CH:28][C:27]([Cl:30])=[CH:26][CH:25]=2)[CH2:21][CH2:22][OH:23])=[O:18])[CH2:16][CH2:15][N:14]([C:32]2[C:33]3[CH:40]=[CH:39][NH:38][C:34]=3[N:35]=[CH:36][N:37]=2)[CH2:13][CH2:12]1. Procedure details: N-Ethyldiisopropylamine (1.676 ml, 9.62 mmol) was added to (S)-4-amino-N-(1-(4-chlorophenyl)-3-hydroxypropyl)piperidine-4-carboxamide (Intermediate 49) (1 g, 3.21 mmol) and 4-chloro-7H-pyrrolo[2,3-d]pyrimidine (0.493 g, 3.21 mmol) in butan-1-ol (15 ml). The resulting solution was stirred at 60° C. for 18 hours. The reaction mixture was diluted with EtOAc (50 mL), and washed sequentially with water (25 mL) and saturated brine (25 mL). The organic layer was dried over MgSO4, filtered and evaporate... Reactants: [Si](C)(C)(C(C)(C)C)O[C@H]1[C@@H](N(C(C12CC2)=O)C2=CC(=C(C#N)C=C2)C(F)(F)F)CC (4-[(6S,7R)-7-(tert-butyldimethylsilyloxy)-6-ethyl-4-oxo-5-azaspiro[2.4]hept-5-yl]-2-(trifluoromethyl)benzonitrile), CO (methanol), Cl (hydrochloric acid), C(O)([O-])=O.[Na+] (sodium hydrogen carbonate). Solvent: O1CCCC1 (tetrahydrofuran). Conditions: time 18 hour. Product: C(C)[C@@H]1N(C(C2(CC2)[C@H]1O)=O)C1=CC(=C(C#N)C=C1)C(F)(F)F (4-[(6S,7R)-6-ethyl-7-hydroxy-4-oxo-5-azaspiro[2.4]hept-5-yl]-2-(trifluoromethyl)benzonitrile). Yield: 83.0%. Reaction SMILES: [Si]([O:8][C@@H:9]1[C:13]2([CH2:15][CH2:14]2)[C:12](=[O:16])[N:11]([C:17]2[CH:24]=[CH:23][C:20]([C:21]#[N:22])=[C:19]([C:25]([F:28])([F:27])[F:26])[CH:18]=2)[C@H:10]1[CH2:29][CH3:30])(C(C)(C)C)(C)C.CO.Cl.C(=O)([O-])O.[Na+]>O1CCCC1>[CH2:29]([C@H:10]1[C@H:9]([OH:8])[C:13]2([CH2:15][CH2:14]2)[C:12](=[O:16])[N:11]1[C:17]1[CH:24]=[CH:23][C:20]([C:21]#[N:22])=[C:19]([C:25]([F:28])([F:26])[F:27])[CH:18]=1)[CH3:30] |f:3.4|. Reported procedure: To a solution of 4-[(6S,7R)-7-(tert-butyldimethylsilyloxy)-6-ethyl-4-oxo-5-azaspiro[2.4]hept-5-yl]-2-(trifluoromethyl)benzonitrile (433.7 mg) in tetrahydrofuran (6 mL)-methanol (12 mL) was added 6 mol/L hydrochloric acid (5 mL), and the mixture was stirred at room temperature for 18 hr. Saturated aqueous sodium hydrogen carbonate was added to the reaction mixture, and the mixture was extracted with ethyl acetate. The extract was dried over anhydrous magnesium sulfate and concentrated under reduc... Reactants: [BH4-], CO, CCOC(C)=O, COC(=O)c1cccc(-c2csc(N=C(N)N)n2)n1, [Na+], C1CCOC1, O. Product: NC(N)=Nc1nc(-c2cccc(CO)n2)cs1. Reaction SMILES: [BH4-:20].[CH3:22][OH:23].[CH3:24][CH2:25][O:26][C:27](=[O:28])[CH3:29].[NH2:1][C:2]([NH2:3])=[N:4][c:5]1[s:6][cH:7][c:8](-[c:10]2[n:11][c:12]([C:16](=[O:17])[O:18][CH3:19])[cH:13][cH:14][cH:15]2)[n:9]1.[Na+:21].[O:30]1[CH2:31][CH2:32][CH2:33][CH2:34]1.[OH2:35]>>[NH2:1][C:2]([NH2:3])=[N:4][c:5]1[s:6][cH:7][c:8](-[c:10]2[n:11][c:12]([CH2:16][OH:17])[cH:13][cH:14][cH:15]2)[n:9]1. Starting materials: C(C(=C)C)(=O)OCC(=O)OCC(S(=O)(=O)[O-])(F)F.[Na+] (sodium 2-[(methacryloyloxy)acetoxy]-1,1-difluoroethanesulfonate), O (water), [Br-].C1(=CC=CC=C1)[S+](C1=CC=CC=C1)C1=CC=CC=C1 (triphenylsulfonium bromide). Solvent: C(Cl)(Cl)Cl (chloroform). Conditions: time 2 hour. The product is C(C(=C)C)(=O)OCC(=O)OCC(S(=O)(=O)[O-])(F)F.C1(=CC=CC=C1)[S+](C1=CC=CC=C1)C1=CC=CC=C1 (triphenylsulfonium 2-[(methacryloyloxy)acetoxy]-1,1-difluoroethanesulfonate). As a reaction SMILES: [C:1]([O:6][CH2:7][C:8]([O:10][CH2:11][C:12]([F:18])([F:17])[S:13]([O-:16])(=[O:15])=[O:14])=[O:9])(=[O:5])[C:2]([CH3:4])=[CH2:3].[Na+].O.[Br-].[C:22]1([S+:28]([C:35]2[CH:40]=[CH:39][CH:38]=[CH:37][CH:36]=2)[C:29]2[CH:34]=[CH:33][CH:32]=[CH:31][CH:30]=2)[CH:27]=[CH:26][CH:25]=[CH:24][CH:23]=1>C(Cl)(Cl)Cl>[C:1]([O:6][CH2:7][C:8]([O:10][CH2:11][C:12]([F:18])([F:17])[S:13]([O-:16])(=[O:14])=[O:15])=[O:9])(=[O:5])[C:2]([CH3:4])=[CH2:3].[C:35]1([S+:28]([C:22]2[CH:23]=[CH:24][CH:25]=[CH:26][CH:27]=2)[C:29]2[CH:34]=[CH:33][CH:32]=[CH:31][CH:30]=2)[CH:36]=[CH:37][CH:38]=[CH:39][CH:40]=1 |f:0.1,3.4,6.7|. Procedure details: Into a 200-mL reaction vessel, 5.77 g (purity: 44%, 8.56 mmol) of sodium 2-[(methacryloyloxy)acetoxy]-1,1-difluoroethanesulfonate obtained in Preparation Example 2-1, 15 mL of water and 15 mL of chloroform were added. Then, 2.9 g (8.6 mmol) of triphenylsulfonium bromide was dropped into the reaction vessel at room temperature. The resulting solution was stirred for 2 hours at room temperature and subjected to separation. The thus-obtained organic phase was washed with 15 mL of water and subjecte... Reactants: CI (Methyl iodide), COC=1C=2N(C(=CC1)C)N=C(N2)CCC=2N=C(NC2)C2=CC=CC=C2 (8-Methoxy-5-methyl-2-[2-(2-phenyl-1H-imidazol-4-yl)-ethyl]-[1,2,4]triazolo[1,5-a]pyridine), C(=O)([O-])[O-].[Cs+].[Cs+] (Cs2CO3). Solvent: CC(CC)=O (2-Butanone). Run at temperature 50 celsius. The product is COC=1C=2N(C(=CC1)C)N=C(N2)CCC=2N=C(N(C2)C)C2=CC=CC=C2 (8-Methoxy-5-methyl-2-[2-(1-methyl-2-phenyl-1H-Imidazol-4-yl)-ethyl]-[1,2,4]triazolo[1,5-a]pyridine). RXN SMILES: CI.[CH3:3][O:4][C:5]1[C:6]2[N:7]([N:12]=[C:13]([CH2:15][CH2:16][C:17]3[N:18]=[C:19]([C:22]4[CH:27]=[CH:26][CH:25]=[CH:24][CH:23]=4)[NH:20][CH:21]=3)[N:14]=2)[C:8]([CH3:11])=[CH:9][CH:10]=1.[C:28]([O-])([O-])=O.[Cs+].[Cs+]>CC(=O)CC>[CH3:3][O:4][C:5]1[C:6]2[N:7]([N:12]=[C:13]([CH2:15][CH2:16][C:17]3[N:18]=[C:19]([C:22]4[CH:27]=[CH:26][CH:25]=[CH:24][CH:23]=4)[N:20]([CH3:28])[CH:21]=3)[N:14]=2)[C:8]([CH3:11])=[CH:9][CH:10]=1 |f:2.3.4|. Procedure details: Methyl iodide (0.035 mL, 0.57 mmol) was added to a stirred suspension of 8-Methoxy-5-methyl-2-[2-(2-phenyl-1H-imidazol-4-yl)-ethyl]-[1,2,4]triazolo[1,5-a]pyridine (145 mg, 0.435 mmol) and Cs2CO3 (360 mg, 1.1 mmol) in 2-Butanone (10 mL). The mixture was heated at 50° C. for 7 hours under an atmosphere of Argon. The mixture was cooled to rt and the solvent was evaporated off. The crude product was dissolved in DCM and purified by silica gel chromatography (Eluent: 0-100% EtOAc in n-heptane, then c... Starting materials: Cl.Cl.NC(CC(=O)OCC)C=1C=NC=CC1 (ethyl 3-amino-3-(3-pyridyl)propanoate 2HCl), C(=O)([O-])[O-].[K+].[K+] (K2CO3), O (H2O), [N+](=O)([O-])C1=CC=C(C(NCC(=O)O)=O)C=C1 (p-nitrohippuric acid), CN(C)C=O (DMF). Reagents/catalysts: CN(C)C=1C=CN=CC1 (DMAP). Run in C(=O)(O)[O-].[Na+] (NaHCO3). Run at time 5 hour. Product: [N+](=O)([O-])C=1C=C(C=CC1)C(=O)NCC(=O)NC(CC(=O)OCC)C=1C=NC=CC1 (Ethyl β-[[2-[[[3-nitrophenyl)carbonyl]amino]acetyl]amino]pyridine-3-propanoate). Reaction SMILES: [N+:1]([C:4]1[CH:16]=[CH:15][C:7](C(=O)NCC(O)=O)=[CH:6][CH:5]=1)([O-:3])=[O:2].Cl.Cl.[NH2:19][CH:20]([C:27]1[CH:28]=[N:29][CH:30]=[CH:31][CH:32]=1)[CH2:21][C:22]([O:24][CH2:25][CH3:26])=[O:23].[C:33]([O-:36])([O-])=O.[K+].[K+].O.[CH3:40][N:41]([CH:43]=[O:44])C>CN(C1C=CN=CC=1)C.C([O-])(O)=O.[Na+]>[N+:1]([C:4]1[CH:5]=[C:6]([C:43]([NH:41][CH2:40][C:33]([NH:19][CH:20]([C:27]2[CH:28]=[N:29][CH:30]=[CH:31][CH:32]=2)[CH2:21][C:22]([O:24][CH2:25][CH3:26])=[O:23])=[O:36])=[O:44])[CH:7]=[CH:15][CH:16]=1)([O-:3])=[O:2] |f:1.2.3,4.5.6,10.11|. Procedure details: A solution of p-nitrohippuric acid (5.6 g) in DMF (25 ml) was treated with DSC (9.6 g) and a catalytic amount of DMAP. After 5 hours, a solution of ethyl 3-amino-3-(3-pyridyl)propanoate 2HCl (8 g) and K2CO3 (2 g) in saturated aqueous NaHCO3 (25 ml) was added. The reaction mixture was stirred overnight at room temperature. H2O (25 ml) was added and the mixture was filtered. The resulting solid was washed with H2O (25 ml), slurried with CH3CN (25 ml) and filtered. Ethyl β-[[2-[[[3-nitrophenyl)carb... Starting materials: C(C(=C)C)(=O)O (methacrylic acid), ON1C(CCC1=O)=O (N-hydroxysuccinimide), C1(CCCCC1)N=C=NC1CCCCC1 (N,N'-dicyclohexylcarbodiimide). Run in C(C)#N (acetonitrile). Run at time 3 hour. The product is CC(=C)C(=O)ON1C(=O)CCC1=O (methacrylic acid N-hydroxysuccinimide ester). Yield: 71.7%. Reaction SMILES: [C:1]([OH:6])(=[O:5])[C:2]([CH3:4])=[CH2:3].O[N:8]1[C:12](=[O:13])[CH2:11][CH2:10][C:9]1=[O:14].C1(N=C=NC2CCCCC2)CCCCC1>C(#N)C>[CH3:3][C:2]([C:1]([O:6][N:8]1[C:12](=[O:13])[CH2:11][CH2:10][C:9]1=[O:14])=[O:5])=[CH2:4]. Procedure: In 20 ml of acetonitrile were dissolved methacrylic acid (1.72 g, 20 m mols) and N-hydroxysuccinimide (2.19 g, 19 m mols), and under ice-cooling, N,N'-dicyclohexylcarbodiimide (4.33 g, 21 m mols) was added. The reaction was conducted in the dark, at 0° C. for one hour and at room temperature for 3 hours. The precipitate was separated by filtration and the filtrate was distilled under reduced pressure. To the residue was added petroleum ether and, after cooling, the crystals were collected by fil...